This data is from the Open Reaction Database (ORD), a public repository of structured organic reaction records. The task is: describe an organic reaction: reactants, conditions, products, and yield Starting materials: CS(=O)(=O)C1=NN=C(S1)N1C(N(CCC1O)CC=C)=O (Tetrahydro-1-(5-methylsulfonyl-1,3,4-thiadiazol-2-yl)-3-allyl-6-hydroxy-2(1H)-pyrimidinone), ClC=1C=C(C=CC1)N=C=O (3-chlorophenyl isocyanate). The reagents and catalysts are C(C)N(CC)CC (triethylamine). Reaction conditions: time 1 hour. Yields the product CS(=O)(=O)C1=NN=C(S1)N1C(N(CCC1OC(NC1=CC(=CC=C1)Cl)=O)CC=C)=O (tetrahydro-1-(5-methylsulfonyl-1,3,4-thiadiazol-2-yl)-3-allyl-6-[N-(3-chlorophenyl)carbamoyloxy]-2(1H)-pyrimidinone). Reaction SMILES: [CH3:1][S:2]([C:5]1[S:9][C:8]([N:10]2[CH:15]([OH:16])[CH2:14][CH2:13][N:12]([CH2:17][CH:18]=[CH2:19])[C:11]2=[O:20])=[N:7][N:6]=1)(=[O:4])=[O:3].[Cl:21][C:22]1[CH:23]=[C:24]([N:28]=[C:29]=[O:30])[CH:25]=[CH:26][CH:27]=1>C(N(CC)CC)C>[CH3:1][S:2]([C:5]1[S:9][C:8]([N:10]2[CH:15]([O:16][C:29](=[O:30])[NH:28][C:24]3[CH:25]=[CH:26][CH:27]=[C:22]([Cl:21])[CH:23]=3)[CH2:14][CH2:13][N:12]([CH2:17][CH:18]=[CH2:19])[C:11]2=[O:20])=[N:7][N:6]=1)(=[O:4])=[O:3]. Procedure details: Tetrahydro-1-(5-methylsulfonyl-1,3,4-thiadiazol-2-yl)-3-allyl-6-hydroxy-2(1H)-pyrimidinone (0.05 mole) and 3-chlorophenyl isocyanate (3.5 ml; 0.06 mole) are charged into a glass reaction vessel equipped with a mechanical stirrer. The mixture is stirred and triethylamine (1 drop) is added thereto. After the addition is completed the reaction mixture is allowed to stand for a period of about 1 hour. The mixture is then washed with hexane and is dried to yield the desired product tetrahydro-1-(5-me... Reactants: C=O, CO, ClCCl, c1nc(-c2ccsc2)nc(N2CCNCC2)n1. Yields the product CN1CCN(c2ncnc(-c3ccsc3)n2)CC1. Reaction SMILES: [CH2:18]=[O:19].[CH3:23][OH:24].[Cl:20][CH2:21][Cl:22].[N:1]1([c:7]2[n:8][cH:9][n:10][c:11](-[c:13]3[cH:14][s:15][cH:16][cH:17]3)[n:12]2)[CH2:2][CH2:3][NH:4][CH2:5][CH2:6]1>>[N:1]1([c:7]2[n:8][cH:9][n:10][c:11](-[c:13]3[cH:14][s:15][cH:16][cH:17]3)[n:12]2)[CH2:2][CH2:3][N:4]([CH3:18])[CH2:5][CH2:6]1. The reactants are ClC1=C(C(=CC=C1)C)C1=NN(C(N1)=O)C1=CC(=C(C(=O)OC)C=C1)OC (methyl 4-(3-(2-chloro-6-methylphenyl)-5-oxo-4,5-dihydro-1H-1,2,4-triazol-1-yl)-2-methoxybenzoate), FC(C=1C=C(N)C=CC1)(F)F (3-(trifluoromethyl)aniline), C[Al](C)C (trimethyl aluminium). Solvent: C1(=CC=CC=C1)C (toluene). The product is ClC1=C(C(=CC=C1)C)C1=NN(C(N1)=O)C1=CC(=C(C(=O)NC2=CC(=CC=C2)C(F)(F)F)C=C1)OC (4-(3-(2-Chloro-6-methylphenyl)-5-oxo-4,5-dihydro-1H-1,2,4-triazol-1-yl)-2-methoxy-N-(3-(trifluoromethyl)phenyl)benzamide). Yield: 22.3%. Reaction SMILES: [Cl:1][C:2]1[CH:7]=[CH:6][CH:5]=[C:4]([CH3:8])[C:3]=1[C:9]1[NH:13][C:12](=[O:14])[N:11]([C:15]2[CH:24]=[CH:23][C:18]([C:19]([O:21]C)=O)=[C:17]([O:25][CH3:26])[CH:16]=2)[N:10]=1.[F:27][C:28]([F:37])([F:36])[C:29]1[CH:30]=[C:31]([CH:33]=[CH:34][CH:35]=1)[NH2:32].C[Al](C)C>C1(C)C=CC=CC=1>[Cl:1][C:2]1[CH:7]=[CH:6][CH:5]=[C:4]([CH3:8])[C:3]=1[C:9]1[NH:13][C:12](=[O:14])[N:11]([C:15]2[CH:24]=[CH:23][C:18]([C:19]([NH:32][C:31]3[CH:33]=[CH:34][CH:35]=[C:29]([C:28]([F:27])([F:36])[F:37])[CH:30]=3)=[O:21])=[C:17]([O:25][CH3:26])[CH:16]=2)[N:10]=1. Procedure: The title compound was prepared by following the procedure as described for Example-31 by using methyl 4-(3-(2-chloro-6-methylphenyl)-5-oxo-4,5-dihydro-1H-1,2,4-triazol-1-yl)-2-methoxybenzoate (Intermediate-27, 0.100 g, 0.268 mmol), 3-(trifluoromethyl)aniline (0.040 g, 0.403 mmol), trimethyl aluminium (2M solution in toluene) (0.5 mL) and dry toluene (5.0 mL) to afford 0.030 g of desired product. 1H NMR (300 MHz, DMSO d6): δ 2.33 (s, 3H), 3.95 (s, 3H), 7.41-7.59 (m, 4H), 7.68 (t, J=6.9 Hz, 1H), ...